describe an organic reaction: reactants, conditions, products, and yield From a dataset of the Open Reaction Database (ORD), a public repository of structured organic reaction records. Starting materials: BrC1=C(C=C(C=O)C=C1)F (4-bromo-3-fluorobenzaldehyde), Cl (hydrochloric acid), [Bi](Br)(Br)Br (bismuth(III) bromide), C(C)C(CO)C=C (2-ethylbut-3-en-1-ol). Solvent: C1(=CC=CC=C1)C (toluene), C1(=CC=CC=C1)C (toluene), C1(=CC=CC=C1)C (toluene). Run at temperature 10 celsius, time 2 hour. The product is BrC1CC(OCC1CC)C1=CC(=C(C=C1)Br)F (4-bromo-2-(4-bromo-3-fluorophenyl)-5-ethyltetrahydropyran). RXN SMILES: [Bi](Br)(Br)[Br:2].[Br:5][C:6]1[CH:13]=[CH:12][C:9]([CH:10]=[O:11])=[CH:8][C:7]=1[F:14].[CH2:15]([CH:17]([CH:20]=[CH2:21])[CH2:18]O)[CH3:16].Cl>C1(C)C=CC=CC=1>[Br:2][CH:15]1[CH:17]([CH2:20][CH3:21])[CH2:18][O:11][CH:10]([C:9]2[CH:12]=[CH:13][C:6]([Br:5])=[C:7]([F:14])[CH:8]=2)[CH2:16]1. Procedure details: 72.9 g (0.16 mol) of bismuth(III) bromide are initially introduced in 50 ml of toluene at −10° C., and a solution of 50.0 g (0.25 mol) of 4-bromo-3-fluorobenzaldehyde in 250 ml of toluene is added dropwise. A solution of 27.0 g (0.27 mol) of 2-ethylbut-3-en-1-ol in 50 ml of toluene is metered in at this temperature, and the mixture is stirred at 10° C. for 2 h. Dilute hydrochloric acid is added to the batch, and the organic phase is separated off. The aqueous phase is extracted with toluene, and... Reactants: S(=O)(Cl)Cl (thionyl chloride), C(=O)(O)C1=CN(C2=CC=CC=C12)C1=CC=NC2=CC(=CC=C12)OC (3-carboxy-1-(7-methoxyquinol-4-yl)-1H-indole). Product: Cl.ClC(=O)C1=CN(C2=CC=CC=C12)C1=CC=NC2=CC(=CC=C12)OC (3-chlorocarbonyl-1-(7-methoxyquinol-4-yl)-1H-indole hydrochloride). RXN SMILES: S(Cl)([Cl:3])=O.[C:5]([C:8]1[C:16]2[C:11](=[CH:12][CH:13]=[CH:14][CH:15]=2)[N:10]([C:17]2[C:26]3[C:21](=[CH:22][C:23]([O:27][CH3:28])=[CH:24][CH:25]=3)[N:20]=[CH:19][CH:18]=2)[CH:9]=1)(O)=[O:6]>>[ClH:3].[Cl:3][C:5]([C:8]1[C:16]2[C:11](=[CH:12][CH:13]=[CH:14][CH:15]=2)[N:10]([C:17]2[C:26]3[C:21](=[CH:22][C:23]([O:27][CH3:28])=[CH:24][CH:25]=3)[N:20]=[CH:19][CH:18]=2)[CH:9]=1)=[O:6] |f:2.3|. Procedure: 6 cm3 of thionyl chloride are added to 0.9 g (2.83 mmol) of 3-carboxy-1-(7-methoxyquinol-4-yl)-1H-indole under an argon atmosphere. After stirring at reflux for 2 hours, the reaction mixture is concentrated to dryness under reduced pressure (2.7 kPa), successively triturated three times with 30 cm3 of dichloromethane and then concentrated to dryness under reduced pressure (2.7 kPa) to give 1.05 g of 3-chlorocarbonyl-1-(7-methoxyquinol-4-yl)-1H-indole hydrochloride in the form of a yellow powder ... Starting materials: FC1=CC=C(C=C1)N1CCNCC1 (1-(4-fluorophenyl)piperazine), N=1NC(=C2CCCCC12)CCC(=O)O (3-(4,5,6,7-tetrahydro-2H-indazol-3-yl)propionic acid), ClC1=CC=C(C=C1)C1CCNCC1 (4-(4-chlorophenyl)piperidine). Yields the product FC1=CC=C(C=C1)N1CCN(CC1)CCCC=1N(N=C2CCCCC12)C1=CC=CC=C1 (3-(3-(4-(4-fluorophenyl)piperazin-1-yl)propyl)-4,5,6,7-tetrahydro-2-phenyl-2H-indazole). RXN SMILES: [F:1][C:2]1[CH:7]=[CH:6][C:5]([N:8]2[CH2:13][CH2:12][NH:11][CH2:10][CH2:9]2)=[CH:4][CH:3]=1.[N:14]1[NH:15][C:16]([CH2:23][CH2:24][C:25](O)=O)=[C:17]2[C:22]=1[CH2:21][CH2:20][CH2:19][CH2:18]2.Cl[C:29]1[CH:34]=[CH:33][C:32](C2CCNCC2)=[CH:31][CH:30]=1>>[F:1][C:2]1[CH:3]=[CH:4][C:5]([N:8]2[CH2:13][CH2:12][N:11]([CH2:25][CH2:24][CH2:23][C:16]3[N:15]([C:29]4[CH:34]=[CH:33][CH:32]=[CH:31][CH:30]=4)[N:14]=[C:22]4[C:17]=3[CH2:18][CH2:19][CH2:20][CH2:21]4)[CH2:10][CH2:9]2)=[CH:6][CH:7]=1. Reported procedure: In the same manner as in Example 102 except that 3-(4,5,6,7-tetrahydro-2-phenyl-2H-indazol-3-yl)propionic acid obtained in Starting Material Synthesis Example 11 and 1-(4-fluorophenyl)piperazine are used instead of 3-(4,5,6,7-tetrahydro-2H-indazol-3-yl)propionic acid obtained in Staring Material Synthesis Example 1 and 4-(4-chlorophenyl)piperidine, 3-(3-(4-(4-fluorophenyl)piperazin-1-yl)propyl)-4,5,6,7-tetrahydro-2-phenyl-2H-indazole is obtained. Starting materials: C(C1=CC=CC=C1)OC1=C(C=O)C=C(C=C1)OCOC (2-benzyloxy-5-methoxymethoxybenzaldehyde), C(C)O (ethanol), O1CCCC1 (tetrahydrofuran), [BH4-].[Na+] (sodium tetrahydroborate). The solvent is O (water). Conditions: time 1 hour. Product: C(C1=CC=CC=C1)OC1=C(C=C(C=C1)OCOC)CO ((2-benzyloxy-5-methoxymethoxyphenyl)methanol). The yield is 99.8%. As a reaction SMILES: [CH2:1]([O:8][C:9]1[CH:16]=[CH:15][C:14]([O:17][CH2:18][O:19][CH3:20])=[CH:13][C:10]=1[CH:11]=[O:12])[C:2]1[CH:7]=[CH:6][CH:5]=[CH:4][CH:3]=1.C(O)C.O1CCCC1.[BH4-].[Na+]>O>[CH2:1]([O:8][C:9]1[CH:16]=[CH:15][C:14]([O:17][CH2:18][O:19][CH3:20])=[CH:13][C:10]=1[CH2:11][OH:12])[C:2]1[CH:3]=[CH:4][CH:5]=[CH:6][CH:7]=1 |f:3.4|. Reported procedure: To a mixture of 2-benzyloxy-5-methoxymethoxybenzaldehyde (10.03 g), ethanol (50 mL) and tetrahydrofuran (100 mL) was added sodium tetrahydroborate (1.43 g) under ice-cooling, and the mixture was stirred at room temperature for 1 hr. To the reaction mixture was added water and the mixture was extracted with ethyl acetate. The organic layer was washed successively with water and saturated brine, dried over anhydrous magnesium sulfate, and concentrated to give (2-benzyloxy-5-methoxymethoxyphenyl)me... The reactants are COC=1C=C2C=COC(C2=CC1)=O (6-Methoxy-isochromen-1-one), CN1CCN(CCC1)C1=CC=C(C=C1)N (4-(4-methyl-[1,4]diazepan-1-yl)-phenylamine). Yields the product COC=1C=C2CCN(C(C2=CC1)=O)C1=CC=C(C=C1)N1CCN(CCC1)C (6-Methoxy-2-[4-(4-methyl-[1,4]diazepan-1-yl)-phenyl]-3,4-dihydro-2H-isoquinolin-1-one). Reaction SMILES: [CH3:1][O:2][C:3]1[CH:4]=[C:5]2[C:10](=[CH:11][CH:12]=1)[C:9](=[O:13])O[CH:7]=[CH:6]2.[CH3:14][N:15]1[CH2:21][CH2:20][CH2:19][N:18]([C:22]2[CH:27]=[CH:26][C:25]([NH2:28])=[CH:24][CH:23]=2)[CH2:17][CH2:16]1>>[CH3:1][O:2][C:3]1[CH:4]=[C:5]2[C:10](=[CH:11][CH:12]=1)[C:9](=[O:13])[N:28]([C:25]1[CH:24]=[CH:23][C:22]([N:18]3[CH2:19][CH2:20][CH2:21][N:15]([CH3:14])[CH2:16][CH2:17]3)=[CH:27][CH:26]=1)[CH2:7][CH2:6]2. Reported procedure: 6-Methoxy-isochromen-1-one and 4-(4-methyl-[1,4]diazepan-1-yl)-phenylamine were reacted according to Method AC. In this way the product was obtained with molecular weight 365.48 (C22H27N3O2); MS (ESI): 366 (M+H+). Starting materials: Br, CC(=O)O, COc1cc(C(=O)O)c(F)cc1C, O. Product: Cc1cc(F)c(C(=O)O)cc1O. RXN SMILES: [BrH:14].[CH3:15][C:16](=[O:17])[OH:18].[F:1][c:2]1[c:3]([C:4](=[O:5])[OH:6])[cH:7][c:8]([O:12][CH3:13])[c:9]([CH3:11])[cH:10]1.[OH2:19]>>[F:1][c:2]1[c:3]([C:4](=[O:5])[OH:6])[cH:7][c:8]([OH:12])[c:9]([CH3:11])[cH:10]1. Starting materials: O=C(O)C(F)(F)F, CC(C)(C)OC(=O)NCc1ccc(Nc2nc3ccccc3[nH]2)cc1. Yields the product NCc1ccc(Nc2nc3ccccc3[nH]2)cc1. RXN SMILES: [F:26][C:27]([F:28])([F:29])[C:30]([OH:31])=[O:32].[nH:1]1[c:2]([NH:10][c:11]2[cH:12][cH:13][c:14]([CH2:15][NH:16][C:17](=[O:18])[O:19][C:20]([CH3:21])([CH3:22])[CH3:23])[cH:24][cH:25]2)[n:3][c:4]2[c:5]1[cH:6][cH:7][cH:8][cH:9]2>>[nH:1]1[c:2]([NH:10][c:11]2[cH:12][cH:13][c:14]([CH2:15][NH2:16])[cH:24][cH:25]2)[n:3][c:4]2[c:5]1[cH:6][cH:7][cH:8][cH:9]2.